Dataset: the Open Reaction Database (ORD), a public repository of structured organic reaction records. Task: describe an organic reaction: reactants, conditions, products, and yield The reactants are CC(C)C[AlH]CC(C)C, CO, Cc1ccccc1, C1CCOC1, O, CCOC(=O)C1=Cc2cc3ccccc3n2CC1. Product: OCC1=Cc2cc3ccccc3n2CC1. As a reaction SMILES: [CH3:19][CH:20]([CH2:21][AlH:22][CH2:23][CH:24]([CH3:25])[CH3:26])[CH3:27].[CH3:28][OH:29].[CH3:36][c:37]1[cH:38][cH:39][cH:40][cH:41][cH:42]1.[O:31]1[CH2:32][CH2:33][CH2:34][CH2:35]1.[OH2:30].[cH:1]1[c:2]2[cH:3][c:4]3[n:5]([c:6]2[cH:7][cH:8][cH:9]1)[CH2:10][CH2:11][C:12]([C:14](=[O:15])[O:16][CH2:17][CH3:18])=[CH:13]3>>[cH:1]1[c:2]2[cH:3][c:4]3[n:5]([c:6]2[cH:7][cH:8][cH:9]1)[CH2:10][CH2:11][C:12]([CH2:14][OH:15])=[CH:13]3. Reactants: ClCC1CN(C=2C=CC3=C(C12)C=CC=C3S(=O)(=O)Cl)C(C(F)(F)F)=O (1-(chloromethyl)-3-(trifluoroacetyl)-1,2-dihydro-3H-benzo[e]indole-6-sulfonyl chloride), [N+](=O)([O-])[O-].[K+] (KNO3). Run in OS(=O)(=O)O (H2SO4), OS(=O)(=O)O (H2SO4). Conditions: time 30 minute. Product: ClCC1CN(C=2C=C(C3=C(C12)C=CC=C3S(=O)(=O)Cl)[N+](=O)[O-])C(C(F)(F)F)=O (1-(chloromethyl)-5-nitro-3-(trifluoroacetyl)-1,2-dihydro-3H-benzo[e]indole-6-sulfonyl chloride). Isolated yield 23.3%. RXN SMILES: [Cl:1][CH2:2][CH:3]1[C:11]2[C:10]3[CH:12]=[CH:13][CH:14]=[C:15]([S:16]([Cl:19])(=[O:18])=[O:17])[C:9]=3[CH:8]=[CH:7][C:6]=2[N:5]([C:20](=[O:25])[C:21]([F:24])([F:23])[F:22])[CH2:4]1.[N+:26]([O-])([O-:28])=[O:27].[K+]>OS(O)(=O)=O>[Cl:1][CH2:2][CH:3]1[C:11]2[C:10]3[CH:12]=[CH:13][CH:14]=[C:15]([S:16]([Cl:19])(=[O:18])=[O:17])[C:9]=3[C:8]([N+:26]([O-:28])=[O:27])=[CH:7][C:6]=2[N:5]([C:20](=[O:25])[C:21]([F:24])([F:23])[F:22])[CH2:4]1 |f:1.2|. Procedure: The 6-sulfonyl chloride 114(750 mg, 1.9 mmol) was dissolved in conc. H2SO4 (20 mL), the solution was cooled in an ice bath, and a solution of KNO3 (195 mg, 1.95 mmol) in H2SO4 (5 mL) was added slowly. The mixture was vigorously for 30 min, quenched with cold water, and extracted with EtOAc (3×50 mL). The extracts were dried and concentrated under reduced pressure, and the resulting solid was separated by column chromatography on silica gel. Elution with EtOAc/petroleum ether (from 1:4 to 1:1) ga...